From a dataset of the Open Reaction Database (ORD), a public repository of structured organic reaction records. describe an organic reaction: reactants, conditions, products, and yield As a reaction SMILES: [C:1]([C:4]1[C:23]([CH3:24])=[CH:22][C:7]2[NH:8][C:9]([S:11][CH2:12][C:13]3[C:18]4[O:19][CH2:20][O:21][C:17]=4[CH:16]=[CH:15][N:14]=3)=[N:10][C:6]=2[CH:5]=1)(=[O:3])[CH3:2].C1C=C(Cl)C=C(C(OO)=[O:33])C=1.S([O-])([O-])(=O)=S.[Na+].[Na+]>C(Cl)Cl.C(=O)([O-])O.[Na+]>[C:1]([C:4]1[C:23]([CH3:24])=[CH:22][C:7]2[NH:8][C:9]([S:11]([CH2:12][C:13]3[C:18]4[O:19][CH2:20][O:21][C:17]=4[CH:16]=[CH:15][N:14]=3)=[O:33])=[N:10][C:6]=2[CH:5]=1)(=[O:3])[CH3:2] |f:2.3.4,6.7|. The product is C(C)(=O)C1=CC2=C(NC(=N2)S(=O)CC2=NC=CC3=C2OCO3)C=C1C (5-Acetyl-6-methyl-2-[[(3,4-methylenedioxy-2-pyridinyl)methyl]sulfinyl]-1H-benzimidazole). Starting materials: C1=CC(=CC(=C1)Cl)C(=O)OO (MCPBA), C(C)(=O)C1=CC2=C(NC(=N2)SCC2=NC=CC3=C2OCO3)C=C1C (5-Acetyl-6-methyl-2-[[(3,4-methylenedioxy-2pyridinyl)methyl]thio]-1H-benzimidazole), S(=S)(=O)([O-])[O-].[Na+].[Na+] (sodium thiosulphate). Reported procedure: 5-Acetyl-6-methyl-2-[[(3,4-methylenedioxy-2pyridinyl)methyl]thio]-1H-benzimidazole (140 mg, 0,41 mmol) was dissolved in methylene chloride (20 ml) and sodium hydrogen carbonate (5 ml,1M). The mixture was stirred at ambient temperature and MCPBA (100 mg, 0.41 mmol, 70%) dissolved in methylene chloride (10 ml) was added portionwise. After 10 min sodium thiosulphate (100 mg) was added whereupon the phases were separated. The organic phase was dried over sodium sulphate, filtered and concentrated un... Solvent: C(Cl)Cl (methylene chloride), C(O)([O-])=O.[Na+] (sodium hydrogen carbonate), C(Cl)Cl (methylene chloride). Reactants: ClC=1C=C(C(=O)OO)C=CC1 (m-chloroperoxybenzoic acid), C(C)(C)(C)OC(=O)N1C(CCC1)C(NC1=C(C=C(C=C1)C1=C(C=CC=C1)SC)C)=O (2-(3-Methyl-2′-methylsulfanyl-biphenyl-4-ylcarbamoyl)-pyrrolidine-1-carboxylic acid tert-butyl ester), OOS(=O)[O-].[K+] (oxone). The solvent is CCOC(=O)C (EtOAc). Conditions: time 3 hour. The product is C(C)(C)(C)OC(=O)N1C(CCC1)C(NC1=C(C=C(C=C1)C1=C(C=CC=C1)S(=O)(=O)C)C)=O (2-(2′-Methanesulfonyl-3-methyl-biphenyl-4-ylcarbamoyl)-pyrrolidine-1-carboxylic acid tert-butyl ester). As a reaction SMILES: [C:1]([O:5][C:6]([N:8]1[CH2:12][CH2:11][CH2:10][CH:9]1[C:13](=[O:30])[NH:14][C:15]1[CH:20]=[CH:19][C:18]([C:21]2[CH:26]=[CH:25][CH:24]=[CH:23][C:22]=2SC)=[CH:17][C:16]=1[CH3:29])=[O:7])([CH3:4])([CH3:3])[CH3:2].Cl[C:32]1C=C(C=CC=1)C(OO)=O.O[O:43][S:44]([O-:46])=O.[K+]>CCOC(C)=O>[C:1]([O:5][C:6]([N:8]1[CH2:12][CH2:11][CH2:10][CH:9]1[C:13](=[O:30])[NH:14][C:15]1[CH:20]=[CH:19][C:18]([C:21]2[CH:22]=[CH:23][CH:24]=[CH:25][C:26]=2[S:44]([CH3:32])(=[O:46])=[O:43])=[CH:17][C:16]=1[CH3:29])=[O:7])([CH3:3])([CH3:4])[CH3:2] |f:2.3|. Procedure: 2-(3-Methyl-2′-methylsulfanyl-biphenyl-4-ylcarbamoyl)-pyrrolidine-1-carboxylic acid tert-butyl ester (0.57 g, 1.3 mmol) was dissolved in 10 mL EtOAc, added added m-chloroperoxybenzoic acid (1.76 g, 6.1 mmol) in one portion and stirred at ambient temperature for 3 hours. Reaction not complete. Concentrated and redissolved in 10 mL acetonitrile and added oxone (1.5 g, 2.4 mmol) in one portion and stirred at ambient temperature overnight and then concentrated. Redissolved in 100 mL EtOAc and 100 mL... Solvent: CCN(CC)CC (Et3N), CN(C)C=O (DMF). Procedure details: Using Method D above, 3-hydroxy-3-(1H-pyrrol-2-yl)-1-propyne (212 mg, 1.75 mmol) (from Example 30 above) was coupled to (Z)-4-bromo-1,3-dihydro-3-[(3-methoxy-1H-pyrrol-2-yl)methylene]-2H-indol-2-one (125 mg, 0.39 mmol) (Starting Material 1) using (Ph3P)2PdCl2 (42 mg) (Aldrich) and CuI (20 mg) (Aldrich) as catalyst in DMF (4 mL) and Et3N (4 mL) as solvent at 70° C. for 18 h, yielding rac-(Z)-1,3-dihydro-4-[3-hydroxy-3-(1H-pyrrol-2-yl)-1-propynyl]-3-[(3-methoxy-1H-pyrrol-2-yl)methylene]-2H-indol-2... RXN SMILES: [OH:1][CH:2]([C:5]1[NH:6][CH:7]=[CH:8][CH:9]=1)[C:3]#[CH:4].Br[C:11]1[CH:19]=[CH:18][CH:17]=[C:16]2[C:12]=1/[C:13](=[CH:21]/[C:22]1[NH:23][CH:24]=[CH:25][C:26]=1[O:27][CH3:28])/[C:14](=[O:20])[NH:15]2>Cl[Pd](Cl)([P](C1C=CC=CC=1)(C1C=CC=CC=1)C1C=CC=CC=1)[P](C1C=CC=CC=1)(C1C=CC=CC=1)C1C=CC=CC=1.[Cu]I.CN(C=O)C.CCN(CC)CC>[OH:1][CH:2]([C:5]1[NH:6][CH:7]=[CH:8][CH:9]=1)[C:3]#[C:4][C:11]1[CH:19]=[CH:18][CH:17]=[C:16]2[C:12]=1/[C:13](=[CH:21]/[C:22]1[NH:23][CH:24]=[CH:25][C:26]=1[O:27][CH3:28])/[C:14](=[O:20])[NH:15]2 |^1:31,50|. Reagents/catalysts: [Cu]I (CuI), Cl[Pd]([P](C1=CC=CC=C1)(C2=CC=CC=C2)C3=CC=CC=C3)([P](C4=CC=CC=C4)(C5=CC=CC=C5)C6=CC=CC=C6)Cl ((Ph3P)2PdCl2). Product: OC(C#CC1=C2/C(/C(NC2=CC=C1)=O)=C/C=1NC=CC1OC)C=1NC=CC1 (rac-(Z)-1,3-dihydro-4-[3-hydroxy-3-(1H-pyrrol-2-yl)-1-propynyl]-3-[(3-methoxy-1H-pyrrol-2-yl)methylene]-2H-indol-2-one). Starting materials: OC(C#C)C=1NC=CC1 (3-Hydroxy-3-(1H-pyrrol-2-yl)-1-propyne), BrC1=C2/C(/C(NC2=CC=C1)=O)=C/C=1NC=CC1OC ((Z)-4-bromo-1,3-dihydro-3-[(3-methoxy-1H-pyrrol-2-yl)methylene]-2H-indol-2-one), BrC1=C2/C(/C(NC2=CC=C1)=O)=C/C=1NC=CC1OC ((Z)-4-bromo-1,3-dihydro-3-[(3-methoxy-1H-pyrrol-2-yl)methylene]-2H-indol-2-one). Reactants: [N-]=[N+]=[N-] (azide), CC1=CC=C(C=C1)S(=O)(=O)OCC1OC2=C(C1)C=CC=C2OC ((±)-(7-methoxy-2,3-dihydro-1-benzofuran-2-yl)methyl 4-methylbenzenesulfonate), N(=[N+]=[N-])CC1OC2=C(C1)C=CC=C2OC ((±)-2-(azidomethyl)-7-methoxy-2,3-dihydro-1-benzofuran), [N-]=[N+]=[N-].[Na+] (sodium azide), Intermediate 98, hydrochloride salt. Reagents/catalysts: [Pd] (palladium on carbon). The product is COC1=CC=CC=2CC(OC21)CN ((±)-1-(7-methoxy-2,3-dihydro-1-benzofuran-2-yl)methanamine). Yield: 54.0%. RXN SMILES: CC1C=CC(S(OCC2CC3C=CC=C(OC)C=3O2)(=O)=O)=CC=1.[N-]=[N+]=[N-].[Na+].[N:28]([CH2:31][CH:32]1[CH2:36][C:35]2[CH:37]=[CH:38][CH:39]=[C:40]([O:41][CH3:42])[C:34]=2[O:33]1)=[N+]=[N-].[N-]=[N+]=[N-]>[Pd]>[CH3:42][O:41][C:40]1[C:34]2[O:33][CH:32]([CH2:31][NH2:28])[CH2:36][C:35]=2[CH:37]=[CH:38][CH:39]=1 |f:1.2|. Procedure: Treatment of (±)-(7-methoxy-2,3-dihydro-1-benzofuran-2-yl)methyl 4-methylbenzenesulfonate (1.00 g, 2.99 mmol) with sodium azide (0.78 g, 11.96 mmol) generally according to the procedure described for Intermediate 98 provided (±)-2-(azidomethyl)-7-methoxy-2,3-dihydro-1-benzofuran. Treatment of the azide with palladium on carbon (0.06 g, 10 wt. %) generally according to the procedure described for Example 1 afforded 0.465 g (54%) (±)-1-(7-methoxy-2,3-dihydro-1-benzofuran-2-yl)methanamine as a whit... Starting materials: CP(C1=CC=C(C=C1)[N+](=O)[O-])(C)=O (dimethyl(4-nitrophenyl)phosphane oxide). Reagents/catalysts: [Pd] (Pd/C). Solvent: CO (MeOH). Product: CP(=O)(C)C1=CC=C(N)C=C1 (4-(dimethylphosphoryl)aniline). Isolated yield 86.0%. RXN SMILES: [CH3:1][P:2](=[O:13])([CH3:12])[C:3]1[CH:8]=[CH:7][C:6]([N+:9]([O-])=O)=[CH:5][CH:4]=1>CO.[Pd]>[CH3:12][P:2]([C:3]1[CH:8]=[CH:7][C:6]([NH2:9])=[CH:5][CH:4]=1)([CH3:1])=[O:13]. Procedure: The dimethyl(4-nitrophenyl)phosphane oxide) produced as described above was hydrogenated in the presence of 10% Pd/C (15 mg) in MeOH (5 mL) for 2 h. The mixture was then filtered and the filtrate concentrated in vacuo to yield 19 mg of the desired 4-(dimethylphosphoryl)aniline (yield: 86%) which was used directly in further chemistries without purification. 1H-NMR (CDCl3, 400 MHz): δ=1.67 (d, J=12.8 Hz, 6 H), 4.11 (s, br, 2 H), 6.73 (dd, J=2.0, 8.4 Hz, 2 H), 7.48 (dd, J=8.4, 11.2 Hz, 2 H). MS (E... The reactants are Cc1ccc(S(=O)(=O)OCc2cccc3c2CCCc2ccccc2-3)cc1, CCCCCCC, CC#N, CC(C)C(Nc1ccc(C(F)(F)F)c(Cl)c1)C(=O)O, [K+], [OH-], O. Product: CC(C)C(Nc1ccc(C(F)(F)F)c(Cl)c1)C(=O)OCc1cccc2c1CCCc1ccccc1-2. As a reaction SMILES: [CH3:22][c:23]1[cH:24][cH:25][c:26]([S:27]([O:28][CH2:33][c:34]2[cH:35][cH:36][cH:37][c:38]3[c:39]2[CH2:40][CH2:41][CH2:42][c:43]2[c:44]-3[cH:45][cH:46][cH:47][cH:48]2)(=[O:29])=[O:30])[cH:31][cH:32]1.[CH3:50][CH2:51][CH2:52][CH2:53][CH2:54][CH2:55][CH3:56].[CH3:57][C:58]#[N:59].[Cl:3][c:4]1[c:5]([C:18]([F:19])([F:20])[F:21])[cH:6][cH:7][c:8]([NH:10][CH:11]([C:12](=[O:13])[OH:14])[CH:15]([CH3:16])[CH3:17])[cH:9]1.[K+:2].[OH-:1].[OH2:49]>>[Cl:3][c:4]1[c:5]([C:18]([F:19])([F:20])[F:21])[cH:6][cH:7][c:8]([NH:10][CH:11]([C:12](=[O:13])[O:14][CH2:33][c:34]2[cH:35][cH:36][cH:37][c:38]3[c:39]2[CH2:40][CH2:41][CH2:42][c:43]2[c:44]-3[cH:45][cH:46][cH:47][cH:48]2)[CH:15]([CH3:16])[CH3:17])[cH:9]1. Reactants: C(C)N(C1=C(C=CC(=C1)OC)[C@H]1CC=2C=CC(=CC2CC1)OC(C(C)(C)C)=O)C(C1=CC=C(C=C1)O)=O (pivalic acid (R)-6-{2-[ethyl(4-hydroxybenzoyl)amino]-4-methoxyphenyl}-5,6,7,8-tetrahydronaphthalen-2-yl ester), ClCC(=O)N(CC1CCOCC1)C (2-chloro-N-methyl-N-(tetrahydropyran-4-ylmethyl)acetamide). Yields the product C(C)N(C1=C(C=CC(=C1)OC)[C@H]1CC=2C=CC(=CC2CC1)O)CC1=CC=C(C=C1)OCCN(CC1CCOCC1)C ((R)-6-{2-{Ethyl{4-{2-[methyl(tetrahydropyran-4-ylmethyl)amino]ethoxy}benzyl}amino}-4-methoxyphenyl}-5,6,7,8-tetrahydronaphthalen-2-ol). The yield is 59.3%. As a reaction SMILES: [CH2:1]([N:3]([C:29](=O)[C:30]1[CH:35]=[CH:34][C:33]([OH:36])=[CH:32][CH:31]=1)[C:4]1[CH:9]=[C:8]([O:10][CH3:11])[CH:7]=[CH:6][C:5]=1[C@@H:12]1[CH2:21][CH2:20][C:19]2[CH:18]=[C:17]([O:22]C(=O)C(C)(C)C)[CH:16]=[CH:15][C:14]=2[CH2:13]1)[CH3:2].Cl[CH2:39][C:40]([N:42]([CH3:50])[CH2:43][CH:44]1[CH2:49][CH2:48][O:47][CH2:46][CH2:45]1)=O>>[CH2:1]([N:3]([CH2:29][C:30]1[CH:35]=[CH:34][C:33]([O:36][CH2:39][CH2:40][N:42]([CH3:50])[CH2:43][CH:44]2[CH2:45][CH2:46][O:47][CH2:48][CH2:49]2)=[CH:32][CH:31]=1)[C:4]1[CH:9]=[C:8]([O:10][CH3:11])[CH:7]=[CH:6][C:5]=1[C@@H:12]1[CH2:21][CH2:20][C:19]2[CH:18]=[C:17]([OH:22])[CH:16]=[CH:15][C:14]=2[CH2:13]1)[CH3:2]. Procedure details: Synthesized from pivalic acid (R)-6-{2-[ethyl(4-hydroxybenzoyl)amino]-4-methoxyphenyl}-5,6,7,8-tetrahydronaphthalen-2-yl ester (15 mg) and 2-chloro-N-methyl-N-(tetrahydropyran-4-ylmethyl)acetamide (12 mg) according to an analogous synthetic method to Example 404 and purified by LC-MS, the title compound (9.9 mg) was obtained.